The task is: describe an organic reaction: reactants, conditions, products, and yield. This data is from the Open Reaction Database (ORD), a public repository of structured organic reaction records. Starting materials: C(C)(=O)N1C(CC2=CC(=CC=C12)C(C)=O)=O (1,5-diacetyl-2-indolinone), C(C1=CC=NC=C1)(=O)O (isonicotinic acid). Yields the product C(C)(=O)N1C(C(C2=CC(=CC=C12)C(C)=O)=C(O)C1=CC=NC=C1)=O (1,5-diacetyl-3-[(pyridin-4-yl)-hydroxy-methylidene]-2-indolinone). Procedure details: Prepared from 1,5-diacetyl-2-indolinone and isonicotinic acid (pyridine-4-carboxylic acid) As a reaction SMILES: [C:1]([N:4]1[C:12]2[C:7](=[CH:8][C:9]([C:13](=[O:15])[CH3:14])=[CH:10][CH:11]=2)[CH2:6][C:5]1=[O:16])(=[O:3])[CH3:2].[C:17](O)(=[O:24])[C:18]1[CH:23]=[CH:22][N:21]=[CH:20][CH:19]=1>>[C:1]([N:4]1[C:12]2[C:7](=[CH:8][C:9]([C:13](=[O:15])[CH3:14])=[CH:10][CH:11]=2)[C:6](=[C:17]([C:18]2[CH:23]=[CH:22][N:21]=[CH:20][CH:19]=2)[OH:24])[C:5]1=[O:16])(=[O:3])[CH3:2]. The reactants are C1(=CC=C(C=C1)S(=O)(=O)O)C.N[C@@H]1[C@@H](CC2(OCCO2)CC1)C(=O)OCC (Ethyl (7R,8S)-8-amino-1,4-dioxa-spiro[4.5]decane-7-carboxylate 4-toluenesulfonate salt), C(=O)(OCC1=CC=CC=C1)N[C@@H](CCSC)C(=O)O (N-carbobenzyloxy-L-methionine), O.ON1N=NC2=C1C=CC=C2 (1-hydroxy benzotriazole hydrate), compound-see R, 1-ethyl-3-(3-dimethyl-amino-propyl)carbo-diimide hydrochloride, C(C)#N (acetonitrile). The solvent is C(C)N(CC)CC (triethylamine), C(C)(=O)OCC (ethyl acetate). Yields the product C(C1=CC=CC=C1)OC(=O)N[C@H](C(=O)N[C@@H]1[C@@H](CC2(OCCO2)CC1)C(=O)OCC)CCSC (ethyl (7R,8S)-8-((S)-2-benzyloxycarbonylamino-4-methylsulfanyl-butyrylamino)-1,4-dioxa-spiro[4.5]decane-7-carboxylate). RXN SMILES: C1(C)C=CC(S(O)(=O)=O)=CC=1.[NH2:12][C@H:13]1[CH2:22][CH2:21][C:16]2([O:20][CH2:19][CH2:18][O:17]2)[CH2:15][C@H:14]1[C:23]([O:25][CH2:26][CH3:27])=[O:24].O.ON1C2C=CC=CC=2N=N1.[C:39]([NH:49][C@H:50]([C:55](O)=[O:56])[CH2:51][CH2:52][S:53][CH3:54])([O:41][CH2:42][C:43]1[CH:48]=[CH:47][CH:46]=[CH:45][CH:44]=1)=[O:40].C(#N)C>C(OCC)(=O)C.C(N(CC)CC)C>[CH2:42]([O:41][C:39]([NH:49][C@@H:50]([CH2:51][CH2:52][S:53][CH3:54])[C:55]([NH:12][C@H:13]1[CH2:22][CH2:21][C:16]2([O:20][CH2:19][CH2:18][O:17]2)[CH2:15][C@H:14]1[C:23]([O:25][CH2:26][CH3:27])=[O:24])=[O:56])=[O:40])[C:43]1[CH:44]=[CH:45][CH:46]=[CH:47][CH:48]=1 |f:0.1,2.3|. Procedure details: Ethyl (7R,8S)-8-amino-1,4-dioxa-spiro[4.5]decane-7-carboxylate 4-toluenesulfonate salt 1 (450.1 g; the product of reductive deprotection of a known compound—see R. J. Chemey, WO 2004/098516 and G. V. Delucca & S. S. Ko, WO 2004/110993), was combined with 1-ethyl-3-(3-dimethyl-amino-propyl)carbo-diimide hydrochloride (236.3 g), 1-hydroxy benzotriazole hydrate (171.9 g), N-carbobenzyloxy-L-methionine (333.4 g) and acetonitrile (3.1 L). To the stirred mixture was added triethylamine (249.5 g) below... Starting materials: COC1=CC=C(COC(CBr)CBr)C=C1 (2-(p-methoxybenzyloxy)-1,3-dibromopropane), CN (monomethylamine). Solvent: O (water). Reaction conditions: temperature 90 celsius. The product is 11.7, COC1=CC=C(COC2CN(C2)C)C=C1 (3-(p-methoxybenzyloxy)-1-methylazetidine). Reaction SMILES: [CH3:1][O:2][C:3]1[CH:15]=[CH:14][C:6]([CH2:7][O:8][CH:9]([CH2:12]Br)[CH2:10]Br)=[CH:5][CH:4]=1.[CH3:16][NH2:17]>O>[CH3:1][O:2][C:3]1[CH:15]=[CH:14][C:6]([CH2:7][O:8][CH:9]2[CH2:12][N:17]([CH3:16])[CH2:10]2)=[CH:5][CH:4]=1. Procedure: 33.7 parts of 2-(p-methoxybenzyloxy)-1,3-dibromopropane, 70 parts of monomethylamine and 70 parts of water were added to in an autoclave, and the mixture was heated at 90° C. for 48 hours with agitation. The reaction mixture was cooled and treated in the same manner as in Example 29, followed by distillation under reduced pressure. As a result 11.7 parts of 3-(p-methoxybenzyloxy)-1-methylazetidine boiling at 85° - 87° C. under 2 mm Hg were obtained. Reactants: ClC1=C(C(=O)O)C(=CC=C1)Cl (2,6-dichlorobenzoic acid), ClS(=O)(=O)O (chlorosulfonic acid), ice water. Reaction conditions: temperature 10 celsius. Product: ClS(=O)(=O)C=1C(=C(C(=O)O)C(=CC1)Cl)Cl (3-(chlorosulfonyl)-2,6-dichlorobenzoic acid). The yield is 59.3%. RXN SMILES: [Cl:1][C:2]1[CH:10]=[CH:9][CH:8]=[C:7]([Cl:11])[C:3]=1[C:4]([OH:6])=[O:5].[Cl:12][S:13](O)(=[O:15])=[O:14]>>[Cl:12][S:13]([C:8]1[C:7]([Cl:11])=[C:3]([C:2]([Cl:1])=[CH:10][CH:9]=1)[C:4]([OH:6])=[O:5])(=[O:15])=[O:14]. Procedure: Part A: Under an atmosphere of nitrogen gas, a reaction vessel was charged with 2,6-dichlorobenzoic acid (10 g, 53.55 mmol) (Formula F) and chlorosulfonic acid (3 ml, 472 mmol). The reaction mixture was refluxed for 1 hour and cooled to 10° C. The contents of the reaction vessel were poured slowly into 3 L of ice water. The white solid which precipitated was collected by filtration and dried in vacuo (10 mm) at 35° C. for 48 hours to give 3-(chlorosulfonyl)-2,6-dichlorobenzoic acid (Formula G) (... The reactants are FC1=CC(=C(C=C1F)C1=C(C=NC=C1)N(C(C1=CC(=NC(=C1)C(F)(F)F)C(F)(F)F)=O)CCS(=O)(=O)C)OC (N-[4-(4,5-Difluoro-2-methoxy-phenyl)-pyridin-3-yl]-N-(2-methanesulfonyl-ethyl)-2,6-bis-trifluoromethyl-isonicotinamide), FC1=CC(=C(C=C1F)C1=C(C=NC=C1)N(C(C1=CC(=NC(=C1)C(F)(F)F)C(F)(F)F)=O)CCS(=O)(=O)C)OC (N-[4-(4,5-Difluoro-2-methoxy-phenyl)-pyridin-3-yl]-N-(2-methanesulfonyl-ethyl)-2,6-bis-trifluoromethyl-isonicotinamide), CC1(OB(OC1(C)C)C1=C(C=CC=C1)CC#N)C ([2-(4,4,5,5-tetramethyl-[1,3,2]dioxaborolan-2-yl)-phenyl]-acetonitrile). Solvent: CCCCCCC.CCOC(=O)C (n-heptane EtOAc). Product: CNC=1C=NC=CC1C1=C(C=CC=C1)CC#N ([2-(3-Methylamino-pyridin-4-yl)-phenyl]-acetonitrile). Reaction SMILES: F[C:2]1[C:7](F)=[CH:6][C:5]([C:9]2[CH:14]=[CH:13][N:12]=[CH:11][C:10]=2[N:15]([CH2:32]CS(C)(=O)=O)C(=O)C2C=C(C(F)(F)F)N=C(C(F)(F)F)C=2)=[C:4](OC)[CH:3]=1.CC1(C)C(C)(C)OB(C2C=CC=CC=2[CH2:54][C:55]#[N:56])O1>CCCCCCC.CCOC(C)=O>[CH3:32][NH:15][C:10]1[CH:11]=[N:12][CH:13]=[CH:14][C:9]=1[C:5]1[CH:6]=[CH:7][CH:2]=[CH:3][C:4]=1[CH2:54][C:55]#[N:56] |f:2.3|. Reported procedure: The title compound was prepared in analogy to example 72, from (4-iodo-pyridin-3-yl)-methyl-amine (example 98, intermediate b) and [2-(4,4,5,5-tetramethyl-[1,3,2]dioxaborolan-2-yl)-phenyl]-acetonitrile (CAS RN 325141-71-7) after a reaction time of 6 days and using a gradient of n-heptane:EtOAc (100:0 to 20:80) for the chromatographic purification. Light yellow solid (69%). MS (ESI): m/z=224.118 [M+H]+.